From a dataset of the Open Reaction Database (ORD), a public repository of structured organic reaction records. describe an organic reaction: reactants, conditions, products, and yield Starting materials: CC(=O)O[BH-](OC(C)=O)OC(C)=O, CC(=O)O, ClCCCl, O=C1CCC(c2c[nH]c3cccc(F)c23)CC1, [Na+], c1cc(N2CCNCC2)c2cc[nH]c2c1. The product is Fc1cccc2[nH]cc(C3CCC(N4CCN(c5cccc6[nH]ccc56)CC4)CC3)c12. Reaction SMILES: [C:33]([O:34][BH-:35]([O:36][C:37](=[O:38])[CH3:39])[O:40][C:41](=[O:42])[CH3:43])(=[O:44])[CH3:45].[CH3:47][C:48](=[O:49])[OH:50].[Cl:51][CH2:52][CH2:53][Cl:54].[F:1][c:2]1[c:3]2[c:4]([CH:11]3[CH2:12][CH2:13][C:14](=[O:17])[CH2:15][CH2:16]3)[cH:5][nH:6][c:7]2[cH:8][cH:9][cH:10]1.[Na+:46].[nH:18]1[cH:19][cH:20][c:21]2[c:22]([N:27]3[CH2:28][CH2:29][NH:30][CH2:31][CH2:32]3)[cH:23][cH:24][cH:25][c:26]12>>[F:1][c:2]1[c:3]2[c:4]([CH:11]3[CH2:12][CH2:13][CH:14]([N:30]4[CH2:29][CH2:28][N:27]([c:22]5[c:21]6[cH:20][cH:19][nH:18][c:26]6[cH:25][cH:24][cH:23]5)[CH2:32][CH2:31]4)[CH2:15][CH2:16]3)[cH:5][nH:6][c:7]2[cH:8][cH:9][cH:10]1.